Dataset: the Open Reaction Database (ORD), a public repository of structured organic reaction records. Task: describe an organic reaction: reactants, conditions, products, and yield The reactants are CC(=O)O[BH-](OC(C)=O)OC(C)=O, CCC(C=O)N1C(=O)C(C)(CC(=O)O)CC(c2cccc(Cl)c2)C1c1ccc(Cl)cc1, ClCCCl, Cl, FC1(F)CNC1, [Na+]. Product: CCC(CN1CC(F)(F)C1)N1C(=O)C(C)(CC(=O)O)CC(c2cccc(Cl)c2)C1c1ccc(Cl)cc1. RXN SMILES: [C:39]([O:40][BH-:41]([O:42][C:43](=[O:44])[CH3:45])[O:46][C:47](=[O:48])[CH3:49])(=[O:50])[CH3:51].[Cl:1][c:2]1[cH:3][c:4]([CH:8]2[CH2:9][C:10]([CH3:27])([CH2:28][C:29](=[O:30])[OH:31])[C:11](=[O:26])[N:12]([CH:21]([CH:22]=[O:23])[CH2:24][CH3:25])[CH:13]2[c:14]2[cH:15][cH:16][c:17]([Cl:20])[cH:18][cH:19]2)[cH:5][cH:6][cH:7]1.[Cl:53][CH2:54][CH2:55][Cl:56].[ClH:32].[F:33][C:34]1([F:38])[CH2:35][NH:36][CH2:37]1.[Na+:52]>>[Cl:1][c:2]1[cH:3][c:4]([CH:8]2[CH2:9][C:10]([CH3:27])([CH2:28][C:29](=[O:30])[OH:31])[C:11](=[O:26])[N:12]([CH:21]([CH2:22][N:36]3[CH2:35][C:34]([F:33])([F:38])[CH2:37]3)[CH2:24][CH3:25])[CH:13]2[c:14]2[cH:15][cH:16][c:17]([Cl:20])[cH:18][cH:19]2)[cH:5][cH:6][cH:7]1. Starting materials: C1(=CC=CC=C1)C(OC(=O)C(CC)ON)C1=CC=CC=C1 (O-(1-diphenylmethoxycarbonylpropyl)hydroxylamine), NC=1SC=C(N1)C(C(=O)O)=O ((2-amino-4-thiazolyl)glyoxylic acid). The solvent is CN(C=O)C (dimethylformamide), ClCCl (dichloromethane). Product: NC=1SC=C(N1)/C(/C(=O)O)=N/OC(CC)C(=O)OC(C1=CC=CC=C1)C1=CC=CC=C1 (2-(2-amino-4-thiazolyl)-(Z)-2-(1-diphenylmethoxycarbonylpropoxyimino)acetic acid). RXN SMILES: [C:1]1([CH:7]([C:16]2[CH:21]=[CH:20][CH:19]=[CH:18][CH:17]=2)[O:8][C:9]([CH:11]([O:14][NH2:15])[CH2:12][CH3:13])=[O:10])[CH:6]=[CH:5][CH:4]=[CH:3][CH:2]=1.[NH2:22][C:23]1[S:24][CH:25]=[C:26]([C:28](=O)[C:29]([OH:31])=[O:30])[N:27]=1>CN(C)C=O.ClCCl>[NH2:22][C:23]1[S:24][CH:25]=[C:26](/[C:28](=[N:15]/[O:14][CH:11]([C:9]([O:8][CH:7]([C:16]2[CH:21]=[CH:20][CH:19]=[CH:18][CH:17]=2)[C:1]2[CH:2]=[CH:3][CH:4]=[CH:5][CH:6]=2)=[O:10])[CH2:12][CH3:13])/[C:29]([OH:31])=[O:30])[N:27]=1. Reported procedure: 30 g of O-(1-diphenylmethoxycarbonylpropyl)hydroxylamine and 16.2 g of (2-amino-4-thiazolyl)glyoxylic acid are stirred for 1 hour at room temperature in 60 ml of dimethylformamide. The reaction mixture is diluted with dichloromethane, and washed with 2N hydrochloric acid and several times with water. After evaporating the dichloromethane phase, 41 g of the title compound remain as a solid residue. Starting materials: Nc1cccc(Br)c1, CCOCC, CCO, CCN(C(C)C)C(C)C, Clc1cc(Cl)ncn1. Yields the product Clc1cc(Nc2cccc(Br)c2)ncn1. As a reaction SMILES: [Br:9][c:10]1[cH:11][c:12]([NH2:13])[cH:14][cH:15][cH:16]1.[CH2:26]([O:27][CH2:28][CH3:29])[CH3:30].[CH3:31][CH2:32][OH:33].[CH:17]([N:18]([CH2:19][CH3:20])[CH:21]([CH3:22])[CH3:23])([CH3:24])[CH3:25].[Cl:1][c:2]1[n:3][cH:4][n:5][c:6]([Cl:8])[cH:7]1>>[c:2]1([NH:13][c:12]2[cH:11][c:10]([Br:9])[cH:16][cH:15][cH:14]2)[n:3][cH:4][n:5][c:6]([Cl:8])[cH:7]1. Starting materials: CN(C=CC(=O)C1=CC(=C(C=C1)OC)OC)C (3-dimethylamino-3',4'-dimethoxyacrylophenone), NC1=NNC=C1C(=O)OCC (ethyl 3-aminopyrazole-4-carboxylate). Run in C(C)(=O)O (acetic acid). The product is COC=1C=C(C=CC1OC)C1=CC=NC=2N1N=CC2C(=O)OCC (Ethyl 7-(3,4-dimethoxyphenyl)pyrazolo[1,5-a]pyrimidine-3-carboxylate). As a reaction SMILES: C[N:2]([CH3:17])[CH:3]=[CH:4][C:5]([C:7]1[CH:12]=[CH:11][C:10]([O:13][CH3:14])=[C:9]([O:15][CH3:16])[CH:8]=1)=O.N[C:19]1[C:23]([C:24]([O:26][CH2:27][CH3:28])=[O:25])=C[NH:21][N:20]=1>C(O)(=O)C>[CH3:16][O:15][C:9]1[CH:8]=[C:7]([C:5]2[N:21]3[N:20]=[CH:19][C:23]([C:24]([O:26][CH2:27][CH3:28])=[O:25])=[C:17]3[N:2]=[CH:3][CH:4]=2)[CH:12]=[CH:11][C:10]=1[O:13][CH3:14]. Procedure: A mixture of 2.35 g. of 3-dimethylamino-3',4'-dimethoxyacrylophenone and ethyl 3-aminopyrazole-4-carboxylate in 25 ml. of glacial acetic acid is refluxed for 20 hours and worked up to give the product, m.p. 148°-149° C. The reactants are N#CN (cyanamide), N(=C=S)C1=CC=C(C=C1)N1CCN(CC1)CC1CC1 (1-(4-Isothiocyanatophenyl)-4-(1-cyclopropylmethyl)piperazine), BrCC(=O)C1=CC(=CC=C1)OC(F)F (2-Bromo-1-(3-difluoromethoxy-phenyl)ethanone). Product: NC=1N=C(SC1C(=O)C1=CC(=CC=C1)OC(F)F)NC1=CC=C(C=C1)N1CCN(CC1)CC1CC1 ({4-Amino-2-[4-(4-cyclopropylmethyl-piperazin-1-yl)-phenylamino]-thiazol-5-yl}-(3-difluoromethoxy-phenyl)-methanone). Reaction SMILES: [N:1]#[C:2][NH2:3].[N:4]([C:7]1[CH:12]=[CH:11][C:10]([N:13]2[CH2:18][CH2:17][N:16]([CH2:19][CH:20]3[CH2:22][CH2:21]3)[CH2:15][CH2:14]2)=[CH:9][CH:8]=1)=[C:5]=[S:6].Br[CH2:24][C:25]([C:27]1[CH:32]=[CH:31][CH:30]=[C:29]([O:33][CH:34]([F:36])[F:35])[CH:28]=1)=[O:26]>>[NH2:1][C:2]1[N:3]=[C:5]([NH:4][C:7]2[CH:8]=[CH:9][C:10]([N:13]3[CH2:14][CH2:15][N:16]([CH2:19][CH:20]4[CH2:22][CH2:21]4)[CH2:17][CH2:18]3)=[CH:11][CH:12]=2)[S:6][C:24]=1[C:25]([C:27]1[CH:32]=[CH:31][CH:30]=[C:29]([O:33][CH:34]([F:35])[F:36])[CH:28]=1)=[O:26]. Procedure details: This compound was prepared from cyanamide, 1-(4-isothiocyanatophenyl)-4-cyclopropylmethylpiperazine (of Example 14G) and 2-bromo-1-(3-difluoro-methoxyphenyl)ethanone (of Example 14L) following the procedure used in Example 24. Mass spectrum (ES) MH+=500.